From a dataset of the Open Reaction Database (ORD), a public repository of structured organic reaction records. describe an organic reaction: reactants, conditions, products, and yield Starting materials: C(=O)([O-])[O-].[Cs+].[Cs+] (Cs2CO3), C(C)I (ethyl iodide), ClC1=C(C=CC(=C1)OC)C=1N=C(SC1C)N(CCC)C1=C(C=CC(=C1)C(=O)O)OC (4-(2-Chloro-4-methoxyphenyl)-5-methyl-2-[N-(5-carboxy-2-methoxyphenyl)-N-propylamino]thiazole). Solvent: C(C)(=O)OCC (ethyl acetate), CN(C=O)C (dimethylformamide). Conditions: time 1 hour. The product is Cl.ClC1=C(C=CC(=C1)OC)C=1N=C(SC1C)N(CCC)C1=C(C=CC(=C1)C(=O)OCC)OC (4-(2-Chloro-4-methoxyphenyl)-5-methyl-2-[N-(5-ethoxycarbonyl-2-methoxyphenyl)-N-propylamino]thiazole hydrochloride). RXN SMILES: [Cl:1][C:2]1[CH:7]=[C:6]([O:8][CH3:9])[CH:5]=[CH:4][C:3]=1[C:10]1[N:11]=[C:12]([N:16]([C:20]2[CH:25]=[C:24]([C:26]([OH:28])=[O:27])[CH:23]=[CH:22][C:21]=2[O:29][CH3:30])[CH2:17][CH2:18][CH3:19])[S:13][C:14]=1[CH3:15].C([O-])([O-])=O.[Cs+].[Cs+].[CH2:37](I)[CH3:38]>CN(C)C=O.C(OCC)(=O)C>[ClH:1].[Cl:1][C:2]1[CH:7]=[C:6]([O:8][CH3:9])[CH:5]=[CH:4][C:3]=1[C:10]1[N:11]=[C:12]([N:16]([C:20]2[CH:25]=[C:24]([C:26]([O:28][CH2:37][CH3:38])=[O:27])[CH:23]=[CH:22][C:21]=2[O:29][CH3:30])[CH2:17][CH2:18][CH3:19])[S:13][C:14]=1[CH3:15] |f:1.2.3,7.8|. Procedure details: 1 g of 4-(2-chloro-4-methoxyphenyl)-5-methyl-2-[N-(5-carboxy-2methoxyphenyl)-N-propylamino]thiazole (EXAMPLE 3) is dissolved at room temperature and under argon in 3 ml of dimethylformamide and then 0.66 g of Cs2CO3 and 0.5 ml of ethyl iodide are added. The reaction mixture is stirred for one hour and then diluted with ethyl acetate. It is washed with water, dried over sodium sulphate and evaporated to dryness. The residue is purified by chromatography on a silica gel column eluted with a cycloh... Reactants: CO, Cl, NCc1ccc([N+](=O)[O-])cc1, O. The product is NCc1ccc(N)cc1. Reaction SMILES: [CH3:13][OH:14].[ClH:1].[N+:2]([O-:3])(=[O:4])[c:5]1[cH:6][cH:7][c:8]([CH2:9][NH2:10])[cH:11][cH:12]1.[OH2:15]>>[NH2:2][c:5]1[cH:6][cH:7][c:8]([CH2:9][NH2:10])[cH:11][cH:12]1. Starting materials: COc1cc(Br)ccc1C(CO)CCNC(=O)OC(C)(C)C, ClCCl, [Na+], O=C([O-])O, CS(=O)(=O)Cl. Yields the product COc1cc(Br)ccc1C(CCNC(=O)OC(C)(C)C)COS(C)(=O)=O. Reaction SMILES: [C:6]([CH3:7])([CH3:8])([CH3:9])[O:10][C:11]([NH:12][CH2:13][CH2:14][CH:15]([CH2:16][OH:17])[c:18]1[c:19]([O:25][CH3:26])[cH:20][c:21]([Br:24])[cH:22][cH:23]1)=[O:27].[Cl:33][CH2:34][Cl:35].[Na+:32].[O-:28][C:29]([OH:30])=[O:31].[S:1](=[O:2])(=[O:3])([CH3:4])[Cl:5]>>[S:1](=[O:2])(=[O:3])([CH3:4])[O:17][CH2:16][CH:15]([CH2:14][CH2:13][NH:12][C:11]([O:10][C:6]([CH3:7])([CH3:8])[CH3:9])=[O:27])[c:18]1[c:19]([O:25][CH3:26])[cH:20][c:21]([Br:24])[cH:22][cH:23]1. RXN SMILES: [NH:1]1[CH:5]=[CH:4][C:3]([C:6]([OH:8])=O)=[N:2]1.[Cl:9][C:10]1[CH:11]=[C:12]2[C:20](=[CH:21][CH:22]=1)[NH:19][C:18]1[CH:17]([NH2:23])[CH2:16][CH2:15][CH2:14][C:13]2=1>>[Cl:9][C:10]1[CH:11]=[C:12]2[C:20](=[CH:21][CH:22]=1)[NH:19][C:18]1[CH:17]([NH:23][C:6]([C:3]3[CH:4]=[CH:5][NH:1][N:2]=3)=[O:8])[CH2:16][CH2:15][CH2:14][C:13]2=1. Yields the product ClC=1C=C2C=3CCCC(C3NC2=CC1)NC(=O)C1=NNC=C1 (N-(6-Chloro-2,3,4,9-tetrahydro-1H-carbazol-1-yl)-1H-pyrazole-3-carboxamide), solid. The reactants are N1N=C(C=C1)C(=O)O (1H-pyrazole-3-carboxylic acid), ClC=1C=C2C=3CCCC(C3NC2=CC1)N (6-chloro-2,3,4,9-tetrahydro-1H-carbazol-1-amine). Reported procedure: N-(6-Chloro-2,3,4,9-tetrahydro-1H-carbazol-1-yl)-1H-pyrazole-3-carboxamide was prepared from 1H-pyrazole-3-carboxylic acid and 6-chloro-2,3,4,9-tetrahydro-1H-carbazol-1-amine in a similar manner as described above to give a white solid (16% yield). 1H-NMR (CD3OD-d4): δ 7.70 (d, 1H), 7.37 (d, 1H), 7.22 (d, 1H), 6.99 (dd, 1H), 6.81 (d, 1H), 5.37 (m, 1H), 2.70 (m, 2H), 2.19 (m, 1H), 2.00 (m, 3H); MS m/z 313 (M−1). The yield is 16.0%. Starting materials: NCC(O)C1=CC(=CC=C1)OC (2-amino-1-(3-methoxyphenyl)ethanol), C(#N)[BH3-].[Na+] (sodium cyanoborohydride), O=C(COC1=CC=C(C=C1)CC(=O)OC)C (methyl 4-(2-oxopropoxy)phenylacetate), C1=CC=CC=C1 (benzene). The solvent is CO (methanol). The product is COC(=O)CC1=CC=C(OCC(C)NCC(O)C2=CC(=CC=C2)OC)C=C1 (2-[2-(4-Methoxycarbonylmethylphenoxy)-1-methylethyl]amino-1-(3-methoxyphenyl)ethanol). Isolated yield 55.7%. RXN SMILES: [NH2:1][CH2:2][CH:3]([C:5]1[CH:10]=[CH:9][CH:8]=[C:7]([O:11][CH3:12])[CH:6]=1)[OH:4].O=[C:14]([CH3:28])[CH2:15][O:16][C:17]1[CH:22]=[CH:21][C:20]([CH2:23][C:24]([O:26][CH3:27])=[O:25])=[CH:19][CH:18]=1.C1C=CC=CC=1.C([BH3-])#N.[Na+]>CO>[CH3:27][O:26][C:24]([CH2:23][C:20]1[CH:19]=[CH:18][C:17]([O:16][CH2:15][CH:14]([NH:1][CH2:2][CH:3]([C:5]2[CH:10]=[CH:9][CH:8]=[C:7]([O:11][CH3:12])[CH:6]=2)[OH:4])[CH3:28])=[CH:22][CH:21]=1)=[O:25] |f:3.4|. Reported procedure: Following a procedure similar to that described in Example 3, but using 2.5 g of 2-amino-1-(3-methoxyphenyl)ethanol (prepared as described in Preparation 43), 4.0 g of methyl 4-(2-oxopropoxy)phenylacetate (prepared as described in Preparation 3), 80 ml of benzene, 60 ml of absolute methanol and 2.75 g of sodium cyanoborohydride, and then purifying the reaction product by column chromatography through silica gel, using ethyl acetate as the eluent, 3.11 g of the title compound were obtained having... Starting materials: C(C)O (ethanol), NC1=CC2=C(C=CN3C(C2=O)=CC=C3)C=C1 (9-amino-11H-pyrrolo[2,1-b] [3]-benzazepin-11-one), C(OCC)(OCC)OCC (triethyl orthoformate), C(C)O (ethanol), [BH4-].[Na+] (sodium borohydride). Run in C(C)(=O)OCC (ethyl acetate). Run at time 2 hour. Yields the product CNC1=CC2=C(C=CN3C(C2=O)=CC=C3)C=C1 (9-methylamino-11H-pyrrolo[2,1-b] [3]benzazepin-11-one). Reaction SMILES: [NH2:1][C:2]1[CH:16]=[CH:15][C:5]2[CH:6]=[CH:7][N:8]3[CH:14]=[CH:13][CH:12]=[C:9]3[C:10](=[O:11])[C:4]=2[CH:3]=1.[CH:17](OCC)(OCC)OCC.C(O)C.[BH4-].[Na+]>C(OCC)(=O)C>[CH3:17][NH:1][C:2]1[CH:16]=[CH:15][C:5]2[CH:6]=[CH:7][N:8]3[CH:14]=[CH:13][CH:12]=[C:9]3[C:10](=[O:11])[C:4]=2[CH:3]=1 |f:3.4|. Procedure: A solution of 9-amino-11H-pyrrolo[2,1-b] [3]-benzazepin-11-one in triethyl orthoformate (2.17 g., 10 mmoles in 80 ml.) is refluxed for 5 hrs. The volatiles are removed under vacuum and the residue, dissolved in 100 ml. absolute ethanol is stirred in an ice bath as sodium borohydride (0.88 g., 0.024 moles) is added over a period of 10 minutes. The mixture is stirred for a period of 2 hrs. After concentration of the ethanol, the residue is dissolved in ethyl acetate, washed with water, dried over ... Reactants: O (Water), CN1C(=NC=2C1=NC=CC2)S(=O)(=O)C (3-methyl-2-(methylsulfonyl)-3H-imidazo[4,5-b]pyridine), C(C)N1C(N(C2=NC=CC(=C21)C)C2=CC=C(C=C2)O)=O (1-ethyl-3-(4-hydroxyphenyl)-7-methyl-1,3-dihydro-2H-imidazo[4,5-b]pyridin-2-one), CC(C)([O-])C.[K+] (potassium tert-butoxide). Run in CC(=O)N(C)C (DMA), CC(=O)N(C)C (DMA). Conditions: temperature 97.5 celsius, time 1.5 hour. Yields the product C(C)N1C(N(C2=NC=CC(=C21)C)C2=CC=C(C=C2)OC2=NC=1C(=NC=CC1)N2C)=O (1-ethyl-7-methyl-3-{4-[(3-methyl-3H-imidazo[4,5-b]pyridin-2-yl)oxy]phenyl}-1,3-dihydro-2H-imidazo[4,5-b]pyridin-2-one). Yield: 92.6%. RXN SMILES: [CH3:1][N:2]1[C:6]2=[N:7][CH:8]=[CH:9][CH:10]=[C:5]2[N:4]=[C:3]1S(C)(=O)=O.[CH2:15]([N:17]1[C:25]2[C:20](=[N:21][CH:22]=[CH:23][C:24]=2[CH3:26])[N:19]([C:27]2[CH:32]=[CH:31][C:30]([OH:33])=[CH:29][CH:28]=2)[C:18]1=[O:34])[CH3:16].CC(C)([O-])C.[K+].O>CC(N(C)C)=O>[CH2:15]([N:17]1[C:25]2[C:20](=[N:21][CH:22]=[CH:23][C:24]=2[CH3:26])[N:19]([C:27]2[CH:32]=[CH:31][C:30]([O:33][C:3]3[N:2]([CH3:1])[C:6]4=[N:7][CH:8]=[CH:9][CH:10]=[C:5]4[N:4]=3)=[CH:29][CH:28]=2)[C:18]1=[O:34])[CH3:16] |f:2.3|. Procedure: A solution of 3-methyl-2-(methylsulfonyl)-3H-imidazo[4,5-b]pyridine (20.4 g, 96.55 mmol) in DMA (117 mL) was added to a solution of 1-ethyl-3-(4-hydroxyphenyl)-7-methyl-1,3-dihydro-2H-imidazo[4,5-b]pyridin-2-one (26.0 g, 96.55 mmol) and potassium tert-butoxide (11.4 g) in DMA (96 mL) at room temperature. The mixture was stirred at 95-100° C. for 1.5 h. Water (221 mL) was added at 80-100° C. The precipitate was collected at room temperature and dried over under reduced pressure to give 1-ethyl-7-... Starting materials: C(C)(C)(C)OC(COC1=CC(=CC=C1)CNCC1=CC=C(C=C1)N1C=NC=C1)=O ({3-[(4-imidazol-1-yl-benzylamino)-methyl]-phenoxy}-acetic acid tert-butyl ester), C1(=CC=CC=C1)S(=O)(=O)Cl (benzenesulfonyl chloride). Product: C(C)(C)(C)OC(COC1=CC(=CC=C1)CN(CC1=CC=C(C=C1)N1C=NC=C1)S(=O)(=O)C1=CC=CC=C1)=O ((3-{[Benzenesulfonyl-(4-imidazol-1-yl-benzyl)-amino]-methyl}-phenoxy)-acetic acid tert-butyl ester). As a reaction SMILES: [C:1]([O:5][C:6](=[O:29])[CH2:7][O:8][C:9]1[CH:14]=[CH:13][CH:12]=[C:11]([CH2:15][NH:16][CH2:17][C:18]2[CH:23]=[CH:22][C:21]([N:24]3[CH:28]=[CH:27][N:26]=[CH:25]3)=[CH:20][CH:19]=2)[CH:10]=1)([CH3:4])([CH3:3])[CH3:2].[C:30]1([S:36](Cl)(=[O:38])=[O:37])[CH:35]=[CH:34][CH:33]=[CH:32][CH:31]=1>>[C:1]([O:5][C:6](=[O:29])[CH2:7][O:8][C:9]1[CH:14]=[CH:13][CH:12]=[C:11]([CH2:15][N:16]([S:36]([C:30]2[CH:35]=[CH:34][CH:33]=[CH:32][CH:31]=2)(=[O:38])=[O:37])[CH2:17][C:18]2[CH:19]=[CH:20][C:21]([N:24]3[CH:28]=[CH:27][N:26]=[CH:25]3)=[CH:22][CH:23]=2)[CH:10]=1)([CH3:4])([CH3:2])[CH3:3]. Reported procedure: The title compound of Step B was prepared from {3-[(4-imidazol-1-yl-benzylamino)-methyl]-phenoxy}-acetic acid tert-butyl ester of Step A and benzenesulfonyl chloride following the method described in Example 3, Step B. 1H NMR (400 MHz, CDCl3) δ7.86 (m, 3H), 7.62 -7.52 (m, 3H), 7.22 (m, 6H), 7.15 (t, b 1H), 6.71 (d, 1H), 6.61 (d, 1H), 6.56 (s, 1); MS 534 (M+1). The reactants are C (charcoal), solution, C[O-].[Na+] (sodium methoxide), Cl.Cl.C[N+]1(CCNCC1)[O-] (1-methylpiperazine-1-oxide dihydrochloride). Solvent: C(C)#N (acetonitrile), CO (methanol), CO (methanol). Reaction conditions: temperature 25 celsius, time 10 minute. The product is O.O.C[N+]1(CCNCC1)[O-] (1-methyl-piperazine-1-oxide dihydrate). RXN SMILES: C[O-:2].[Na+].Cl.Cl.[CH3:6][N+:7]1([O-:13])[CH2:12][CH2:11][NH:10][CH2:9][CH2:8]1.C>CO.C(#N)C>[OH2:13].[OH2:2].[CH3:6][N+:7]1([O-:13])[CH2:12][CH2:11][NH:10][CH2:9][CH2:8]1 |f:0.1,2.3.4,8.9.10|. Procedure details: A 3.16N solution (6.7 cc.) of sodium methoxide in methanol is added to a suspension of 1-methylpiperazine-1-oxide dihydrochloride (2.0 g.) in anhydrous methanol (10 cc.). After stirring for 10 minutes at 25° C., the suspension is treated with decolourising charcoal (0.1 g.) and then filtered. The methanolic filtrate is evaporated under reduced pressure (20 mm.Hg) at 40° C. maximum. The oily residue (2.0 g.) is dissolved in anhydrous acetonitrile (50 cc.) and 2-(7-chloro-1,8-naphthyridin-2-yl)-3-... The reactants are C(CCC)P(CCCC)CCCC (Tributyl phosphine), CN(C)C(=O)/N=N/C(=O)N(C)C (TMAD), C1C(CC2=CC=CC=C12)O (2-indanol), C(C)OC(CC1CCCC2=CC(=CC=C12)O)=O ((R/S)-(6-Hydroxy-1,2,3,4-tetrahydro-naphthalen-1-yl)-acetic acid ethyl ester). RXN SMILES: C(P(CCCC)CCCC)CCC.CN(C(/N=N/C(N(C)C)=O)=O)C.[CH2:26]1[C:34]2[C:29](=[CH:30][CH:31]=[CH:32][CH:33]=2)[CH2:28][CH:27]1[OH:35].[CH2:36]([O:38][C:39](=[O:52])[CH2:40][CH:41]1[C:50]2[C:45](=[CH:46][C:47](O)=[CH:48][CH:49]=2)[CH2:44][CH2:43][CH2:42]1)[CH3:37]>C1C=CC=CC=1>[CH2:26]1[C:34]2[C:29](=[CH:30][CH:31]=[CH:32][CH:33]=2)[CH2:28][CH:27]1[O:35][C:47]1[CH:46]=[C:45]2[C:50](=[CH:49][CH:48]=1)[CH:41]([CH2:40][C:39]([O:38][CH2:36][CH3:37])=[O:52])[CH2:42][CH2:43][CH2:44]2. Procedure details: Tributyl phosphine (137 mg, 0.68 mmol) and TMAD (122 mg, 0.68 mmol) were added successively to a dry benzene (10 mL) solution of 2-indanol (92 mg, 0.68 mmol) and ethyl 2-(6-hydroxy-1,2,3,4-tetrahydronaphthalen-1-yl)acetate 52.5 (160 mg, 0.68 mmol) with stirring under a nitrogen atmosphere. The reaction mixture was stirred at room temperature for 2 days. The product was isolated by silica gel column chromatography after filtration and evaporation of the solvent in vacuo. (R/S)-Ethyl 2-(6-(2,3-dih... Yield: 35.0%. Product: C1C(CC2=CC=CC=C12)OC=1C=C2CCCC(C2=CC1)CC(=O)OCC ((R/S) Ethyl 2-(6-(2,3-dihydro-1H-inden-2-yloxy)-1,2,3,4-tetrahydronaphthalen-1-yl)acetate), oil. Solvent: C1=CC=CC=C1 (benzene).